This data is from the Open Reaction Database (ORD), a public repository of structured organic reaction records. The task is: describe an organic reaction: reactants, conditions, products, and yield Starting materials: ClC=1C=C(C=CC1OCC1=NC=CC=C1)NC1=NC=NC2=CC=CC(=C12)OCCNCC (N-[3-Chloro-4-(pyridin-2-ylmethoxy)phenyl]-5-[2-(ethylamino)ethoxy]quinazolin-4-amine), C(C)(=O)Cl (acetyl chloride), CCN(C(C)C)C(C)C (DIPEA). Run in C(Cl)Cl (DCM). Conditions: time 8 hour. Yields the product ClC=1C=C(C=CC1OCC1=NC=CC=C1)NC1=NC=NC2=CC=CC(=C12)OCCN(C(C)=O)CC.C(C)OCC (diethyl ether N-{2-[(4-{[3-chloro-4-(pyridin-2-ylmethoxy)phenyl]amino}quinazolin-5-yl)oxy]ethyl}-N-ethylacetamide). Isolated yield 106.9%. As a reaction SMILES: [Cl:1][C:2]1[CH:3]=[C:4]([NH:16][C:17]2[C:26]3[C:21](=[CH:22][CH:23]=[CH:24][C:25]=3[O:27][CH2:28][CH2:29][NH:30][CH2:31][CH3:32])[N:20]=[CH:19][N:18]=2)[CH:5]=[CH:6][C:7]=1[O:8][CH2:9][C:10]1[CH:15]=[CH:14][CH:13]=[CH:12][N:11]=1.C(Cl)(=[O:35])C.CCN([CH:43]([CH3:45])C)C(C)C>C(Cl)Cl>[Cl:1][C:2]1[CH:3]=[C:4]([NH:16][C:17]2[C:26]3[C:21](=[CH:22][CH:23]=[CH:24][C:25]=3[O:27][CH2:28][CH2:29][N:30]([CH2:43][CH3:45])[C:31](=[O:35])[CH3:32])[N:20]=[CH:19][N:18]=2)[CH:5]=[CH:6][C:7]=1[O:8][CH2:9][C:10]1[CH:15]=[CH:14][CH:13]=[CH:12][N:11]=1.[CH2:7]([O:8][CH2:9][CH3:10])[CH3:2] |f:4.5|. Procedure: N-[3-Chloro-4-(pyridin-2-ylmethoxy)phenyl]-5-[2-(ethylamino)ethoxy]quinazolin-4-amine (58 mg) in DCM (3 ml) was treated with acetyl chloride (15 mg) and DIPEA (39 mg) and stirred overnight. The solution was purified by chromatography using DCM to 10% 7N ammonia in methanol in DCM to give after trituration with diethyl ether N-{2-[(4-{[3-chloro-4-(pyridin-2-ylmethoxy)phenyl]amino}quinazolin-5-yl)oxy]ethyl}-N-ethylacetamide (39 mg, 61%); NMR spectrum (DMSO-d6) 1.12 (t, 3H), 1.98 (s, 3H), 3.37-3.42...